From a dataset of the Open Reaction Database (ORD), a public repository of structured organic reaction records. describe an organic reaction: reactants, conditions, products, and yield RXN SMILES: [C:2](=[O:3])([CH3:4])[S:5][CH:6]1[CH2:7][CH:8]([C:24](=[O:25])[N:26]2[CH2:27][CH2:28][N:29]([CH2:32][CH2:33][O:34][C:35](=[O:36])[O:37][CH2:38][c:39]3[cH:40][cH:41][c:42]([N+:45](=[O:46])[O-:47])[cH:43][cH:44]3)[CH2:30][CH2:31]2)[N:9]([C:11](=[O:12])[O:13][CH2:14][c:15]2[cH:16][cH:17][c:18]([N+:21](=[O:22])[O-:23])[cH:19][cH:20]2)[CH2:10]1.[CH2:48]1[O:49][CH2:50][CH2:51][O:52][CH2:53]1.[ClH:1]>>[SH:5][CH:6]1[CH2:7][CH:8]([C:24](=[O:25])[N:26]2[CH2:27][CH2:28][N:29]([CH2:32][CH2:33][O:34][C:35](=[O:36])[O:37][CH2:38][c:39]3[cH:40][cH:41][c:42]([N+:45](=[O:46])[O-:47])[cH:43][cH:44]3)[CH2:30][CH2:31]2)[N:9]([C:11](=[O:12])[O:13][CH2:14][c:15]2[cH:16][cH:17][c:18]([N+:21](=[O:22])[O-:23])[cH:19][cH:20]2)[CH2:10]1. The reactants are CC(=O)SC1CC(C(=O)N2CCN(CCOC(=O)OCc3ccc([N+](=O)[O-])cc3)CC2)N(C(=O)OCc2ccc([N+](=O)[O-])cc2)C1, C1COCCO1, Cl. Product: O=C(OCCN1CCN(C(=O)C2CC(S)CN2C(=O)OCc2ccc([N+](=O)[O-])cc2)CC1)OCc1ccc([N+](=O)[O-])cc1. The reactants are Brc1ccc2c(ccc3ncnn32)c1, C1COCCO1, CCN(C(C)C)C(C)C, O=C(C=Cc1ccccc1)C=Cc1ccccc1, O=C(C=Cc1ccccc1)C=Cc1ccccc1, O=C(C=Cc1ccccc1)C=Cc1ccccc1, [Pd], [Pd], N#CC1(c2cccc(S)c2)CCOCC1, CC1(C)c2cccc(P(c3ccccc3)c3ccccc3)c2Oc2c(P(c3ccccc3)c3ccccc3)cccc21. Product: N#CC1(c2cccc(Sc3ccc4c(ccc5ncnn54)c3)c2)CCOCC1. Reaction SMILES: [Br:1][c:2]1[cH:3][c:4]2[cH:5][cH:6][c:7]3[n:8]([c:9]2[cH:10][cH:11]1)[n:12][cH:13][n:14]3.[CH2:81]1[O:82][CH2:83][CH2:84][O:85][CH2:86]1.[CH:30]([N:31]([CH2:32][CH3:33])[CH:34]([CH3:35])[CH3:36])([CH3:37])[CH3:38].[O:107]=[C:108]([CH:109]=[CH:110][c:111]1[cH:112][cH:113][cH:114][cH:115][cH:116]1)[CH:117]=[CH:118][c:119]1[cH:120][cH:121][cH:122][cH:123][cH:124]1.[O:125]=[C:126]([CH:127]=[CH:128][c:129]1[cH:130][cH:131][cH:132][cH:133][cH:134]1)[CH:135]=[CH:136][c:137]1[cH:138][cH:139][cH:140][cH:141][cH:142]1.[O:89]=[C:90]([CH:91]=[CH:92][c:93]1[cH:94][cH:95][cH:96][cH:97][cH:98]1)[CH:99]=[CH:100][c:101]1[cH:102][cH:103][cH:104][cH:105][cH:106]1.[Pd:87].[Pd:88].[SH:15][c:16]1[cH:17][c:18]([C:22]2([C:28]#[N:29])[CH2:23][CH2:24][O:25][CH2:26][CH2:27]2)[cH:19][cH:20][cH:21]1.[c:39]1([P:40]([c:41]2[cH:42][cH:43][cH:44][cH:45][cH:46]2)[c:47]2[c:48]3[c:72]([cH:73][cH:74][cH:75]2)[C:69]([CH3:70])([CH3:71])[c:51]2[c:50]([c:55]([P:56]([c:57]4[cH:58][cH:59][cH:60][cH:61][cH:62]4)[c:63]4[cH:64][cH:65][cH:66][cH:67][cH:68]4)[cH:54][cH:53][cH:52]2)[O:49]3)[cH:76][cH:77][cH:78][cH:79][cH:80]1>>[c:2]1([S:15][c:16]2[cH:17][c:18]([C:22]3([C:28]#[N:29])[CH2:23][CH2:24][O:25][CH2:26][CH2:27]3)[cH:19][cH:20][cH:21]2)[cH:3][c:4]2[cH:5][cH:6][c:7]3[n:8]([c:9]2[cH:10][cH:11]1)[n:12][cH:13][n:14]3. Starting materials: [Si](C)(C)(C(C)(C)C)OCCC=1C=CC2=C(C(C=3C(=NC=C(C3)Cl)C=C2)=O)C1 (7-(2-{[tert-butyl(dimethyl)silyl]oxy}ethyl)-3-chloro-5H-benzo[4,5]cyclohepta[1,2-b]pyridin-5-one), CN1N=CC(=C1)B1OC(C(O1)(C)C)(C)C (1-methyl-4-(4,4,5,5-tetramethyl-1,3,2-dioxaborolan-2-yl)-1H-pyrazole), C([O-])([O-])=O.[Na+].[Na+] (sodium carbonate), teflon. Reagents/catalysts: Cl[Pd]([P](C1=CC=CC=C1)(C2=CC=CC=C2)C3=CC=CC=C3)([P](C4=CC=CC=C4)(C5=CC=CC=C5)C6=CC=CC=C6)Cl (PdCl2(PPh3)2). Reaction conditions: temperature 100 celsius, time 8 hour. The product is [Si](C)(C)(C(C)(C)C)OCCC=1C=CC2=C(C(C=3C(=NC=C(C3)C=3C=NN(C3)C)C=C2)=O)C1 (7-(2-{[tert-butyl(dimethyl)silyl]oxy}ethyl)-3-(1-methyl-1H-pyrazol-4-yl)-5H-benzo[4,5]cyclohepta[1,2-b]pyridin-5-one). As a reaction SMILES: [Si:1]([O:8][CH2:9][CH2:10][C:11]1[CH:12]=[CH:13][C:14]2[CH:25]=[CH:24][C:18]3=[N:19][CH:20]=[C:21](Cl)[CH:22]=[C:17]3[C:16](=[O:26])[C:15]=2[CH:27]=1)([C:4]([CH3:7])([CH3:6])[CH3:5])([CH3:3])[CH3:2].[CH3:28][N:29]1[CH:33]=[C:32](B2OC(C)(C)C(C)(C)O2)[CH:31]=[N:30]1.C(=O)([O-])[O-].[Na+].[Na+]>Cl[Pd](Cl)([P](C1C=CC=CC=1)(C1C=CC=CC=1)C1C=CC=CC=1)[P](C1C=CC=CC=1)(C1C=CC=CC=1)C1C=CC=CC=1>[Si:1]([O:8][CH2:9][CH2:10][C:11]1[CH:12]=[CH:13][C:14]2[CH:25]=[CH:24][C:18]3=[N:19][CH:20]=[C:21]([C:32]4[CH:31]=[N:30][N:29]([CH3:28])[CH:33]=4)[CH:22]=[C:17]3[C:16](=[O:26])[C:15]=2[CH:27]=1)([C:4]([CH3:7])([CH3:6])[CH3:5])([CH3:3])[CH3:2] |f:2.3.4,^1:51,70|. Procedure details: A test tube fitted with a teflon septum was charged with 7-(2-{[tert-butyl(dimethyl)silyl]oxy}ethyl)-3-chloro-5H-benzo[4,5]cyclohepta[1,2-b]pyridin-5-one (9 mg, 0.023 mmol), PdCl2(PPh3)2 (2 mg, 0.002 mmol), 1-methyl-4-(4,4,5,5-tetramethyl-1,3,2-dioxaborolan-2-yl)-1H-pyrazole (14 mg, 0.068 mmol), and sodium carbonate (7 mg, 0.068 mmol). The tube was evacuated and backfilled with argon three times. Fully degassed dioxane (0.5 mL) was added and the mixture was stirred at 100° C. overnight. The solu... Reactants: FC1=C(C=CC(=C1)F)[N+](=O)[O-] (2,4-difluoronitrobenzene), C(C)(C)(C)OC(N(C)[C@@H]1CC[C@H](CC1)O)=O (trans-(4-hydroxy-cyclohexyl)-methyl-carbamic acid tert-butyl ester). Product: C(C)(C)(C)OC(N(C)[C@@H]1CC[C@H](CC1)OC1=C(C=CC(=C1)F)[N+](=O)[O-])=O (trans-[4-(5-Fluoro-2-nitro-phenoxy)-cyclohexyl]-methyl-carbamic acid tert-butyl ester). RXN SMILES: F[C:2]1[CH:7]=[C:6]([F:8])[CH:5]=[CH:4][C:3]=1[N+:9]([O-:11])=[O:10].[C:12]([O:16][C:17](=[O:27])[N:18]([C@H:20]1[CH2:25][CH2:24][C@H:23]([OH:26])[CH2:22][CH2:21]1)[CH3:19])([CH3:15])([CH3:14])[CH3:13]>>[C:12]([O:16][C:17](=[O:27])[N:18]([C@H:20]1[CH2:21][CH2:22][C@H:23]([O:26][C:2]2[CH:7]=[C:6]([F:8])[CH:5]=[CH:4][C:3]=2[N+:9]([O-:11])=[O:10])[CH2:24][CH2:25]1)[CH3:19])([CH3:15])([CH3:13])[CH3:14]. Reported procedure: Prepared analogously to example III.1 from 1.11 ml 2,4-difluoronitrobenzene and 1.56 g trans-(4-hydroxy-cyclohexyl)-methyl-carbamic acid tert-butyl ester. The solvent is C1=CC=CC=C1 (benzene). The product is ClC1=C(C(=O)C2=C(C(=CC=C2)C)C)C=CC(=C1Cl)O (2,3-dichloro-4-hydroxy-2',3'-dimethylbenzophenone). Procedure: The procedure of Example 24b is repeated with 39 g of 2,3-dichloro-4-methoxy-2',3'-dimethylbenzophenone in 300 ml of benzene. The resultant product is recrystallized from toluene to yield 2,3-dichloro-4-hydroxy-2',3'-dimethylbenzophenone. As a reaction SMILES: [Cl:1][C:2]1[C:17]([Cl:18])=[C:16]([O:19]C)[CH:15]=[CH:14][C:3]=1[C:4]([C:6]1[CH:11]=[CH:10][CH:9]=[C:8]([CH3:12])[C:7]=1[CH3:13])=[O:5]>C1C=CC=CC=1>[Cl:1][C:2]1[C:17]([Cl:18])=[C:16]([OH:19])[CH:15]=[CH:14][C:3]=1[C:4]([C:6]1[CH:11]=[CH:10][CH:9]=[C:8]([CH3:12])[C:7]=1[CH3:13])=[O:5]. Starting materials: ClC1=C(C(=O)C2=C(C(=CC=C2)C)C)C=CC(=C1Cl)OC (2,3-dichloro-4-methoxy-2',3'-dimethylbenzophenone).